From a dataset of the Open Reaction Database (ORD), a public repository of structured organic reaction records. describe an organic reaction: reactants, conditions, products, and yield Reactants: CCC(O)CCC(C)C, Nc1ccc2cccc(O)c2n1. As a reaction SMILES: [CH3:13][CH:14]([CH2:15][CH2:16][CH:17]([CH2:18][CH3:19])[OH:20])[CH3:21].[NH2:1][c:2]1[n:3][c:4]2[c:5]([OH:12])[cH:6][cH:7][cH:8][c:9]2[cH:10][cH:11]1>>[NH2:1][c:2]1[n:3][c:4]2[c:5]([O:12][CH:17]([CH2:16][CH2:15][CH:14]([CH3:13])[CH3:21])[CH2:18][CH3:19])[cH:6][cH:7][cH:8][c:9]2[cH:10][cH:11]1. The product is CCC(CCC(C)C)Oc1cccc2ccc(N)nc12. The reactants are Cc1cnc(NNS(=O)(=O)Cc2ccccc2)c(=O)n1CCCBr, Nc1ccncc1, C1COCCO1, Cc1cccc(C)n1. Yields the product Cc1cnc(NNS(=O)(=O)Cc2ccccc2)c(=O)n1CCCc1cc(N)ccn1. Reaction SMILES: [CH2:1]([c:2]1[cH:3][cH:4][cH:5][cH:6][cH:7]1)[S:8](=[O:9])(=[O:10])[NH:11][NH:12][c:13]1[c:14](=[O:24])[n:15]([CH2:20][CH2:21][CH2:22][Br:23])[c:16]([CH3:19])[cH:17][n:18]1.[NH2:25][c:26]1[cH:27][cH:28][n:29][cH:30][cH:31]1.[O:40]1[CH2:41][CH2:42][O:43][CH2:44][CH2:45]1.[n:32]1[c:33]([CH3:34])[cH:35][cH:36][cH:37][c:38]1[CH3:39]>>[CH2:1]([c:2]1[cH:3][cH:4][cH:5][cH:6][cH:7]1)[S:8](=[O:9])(=[O:10])[NH:11][NH:12][c:13]1[c:14](=[O:24])[n:15]([CH2:20][CH2:21][CH2:22][c:28]2[cH:27][c:26]([NH2:25])[cH:31][cH:30][n:29]2)[c:16]([CH3:19])[cH:17][n:18]1. Starting materials: CCC(C)=O, CCCCN(C)S(=O)(=O)CCCCCCl, [I-], [Na+]. The product is CCCCN(C)S(=O)(=O)CCCCCI. As a reaction SMILES: [CH2:18]([C:19]([CH3:20])=[O:21])[CH3:22].[CH2:3]([CH2:4][CH2:5][CH3:6])[N:7]([S:8](=[O:9])(=[O:10])[CH2:11][CH2:12][CH2:13][CH2:14][CH2:15][Cl:16])[CH3:17].[I-:2].[Na+:1]>>[I:2][CH2:15][CH2:14][CH2:13][CH2:12][CH2:11][S:8]([N:7]([CH2:3][CH2:4][CH2:5][CH3:6])[CH3:17])(=[O:9])=[O:10]. Reactants: CCO, CCOC(C)=O, [H][H], CS(=O)(=O)NCc1ccc([N+](=O)[O-])cc1, O, O=[Pd]. The product is CS(=O)(=O)NCc1ccc(N)cc1. RXN SMILES: [CH3:19][CH2:20][OH:21].[CH3:22][CH2:23][O:24][C:25](=[O:26])[CH3:27].[H:17][H:18].[N+:1]([O-:2])(=[O:3])[c:4]1[cH:5][cH:6][c:7]([CH2:10][NH:11][S:12](=[O:13])(=[O:14])[CH3:15])[cH:8][cH:9]1.[OH2:16].[Pd:28]=[O:29]>>[NH2:1][c:4]1[cH:5][cH:6][c:7]([CH2:10][NH:11][S:12](=[O:13])(=[O:14])[CH3:15])[cH:8][cH:9]1.